This data is from the Open Reaction Database (ORD), a public repository of structured organic reaction records. The task is: describe an organic reaction: reactants, conditions, products, and yield The reactants are ClC1=C/C(/NC2=CC=CC=C12)=C/1\C(=NNC1=O)C1CC1 ((Z)-4-(4-chloroquinolin-2(1H)-ylidene)-3-cyclopropyl-1H-pyrazol-5(4H)-one), SC1=CC=C(C=C1)NC(=O)C1CC1 (N-(4-mercaptophenyl)cyclopropanecarboxamide). The product is C1(CC1)C/1=NNC(\C1=C\1/NC2=CC=CC=C2C(=C1)SC1=CC=C(C=C1)NC(=O)C1CC1)=O ((Z)—N-(4-(2-(3-cyclopropyl-5-oxo-1H-pyrazol-4(5H)-ylidene)-1,2-dihydroquinolin-4-ylthio)phenyl)cyclopropanecarboxamide). As a reaction SMILES: Cl[C:2]1[C:11]2[C:6](=[CH:7][CH:8]=[CH:9][CH:10]=2)[NH:5]/[C:4](=[C:12]2/[C:13]([CH:18]3[CH2:20][CH2:19]3)=[N:14][NH:15][C:16]/2=[O:17])/[CH:3]=1.[SH:21][C:22]1[CH:27]=[CH:26][C:25]([NH:28][C:29]([CH:31]2[CH2:33][CH2:32]2)=[O:30])=[CH:24][CH:23]=1>>[CH:18]1([C:13]2=[N:14][NH:15][C:16](=[O:17])/[C:12]/2=[C:4]2\[NH:5][C:6]3[C:11]([C:2]([S:21][C:22]4[CH:23]=[CH:24][C:25]([NH:28][C:29]([CH:31]5[CH2:32][CH2:33]5)=[O:30])=[CH:26][CH:27]=4)=[CH:3]\2)=[CH:10][CH:9]=[CH:8][CH:7]=3)[CH2:20][CH2:19]1. Procedure: The title compound was prepared from (Z)-4-(4-chloroquinolin-2(1H)-ylidene)-3-cyclopropyl-1H-pyrazol-5(4H)-one and N-(4-mercaptophenyl)cyclopropanecarboxamide under conditions similar to those described in Example 6. The final compound was purified by precipitating it from methanol. 1H NMR (400 MHz, DMSO-D6) δ ppm 0.17-0.29 (m, 2H) 0.47-0.59 (m, 2H) 0.77-0.87 (m, 4H) 1.05-1.17 (m, 1H) 1.74-1.84 (m, 1H) 6.96 (s, 1H) 7.49-7.60 (m, 1H) 7.68 (d, J=8.59 Hz, 2H) 7.77-7.81 (m, 4H) 8.06 (d, J=7.07 Hz, 1... RXN SMILES: Cl[C:2]1[N:9]=[CH:8][CH:7]=[CH:6][C:3]=1[C:4]#[N:5].[NH2:10][S:11]([CH3:14])(=[O:13])=[O:12].C([O-])([O-])=O.[K+].[K+]>CN(C=O)C>[C:4]([C:3]1[C:2]([NH:10][S:11]([CH3:14])(=[O:13])=[O:12])=[N:9][CH:8]=[CH:7][CH:6]=1)#[N:5] |f:2.3.4|. Reported procedure: A mixture of 2-chloro-nicotinonitrile (2 g), H2NSO2Me (1.73 g) and K2CO3 (4.44 g) in DMF (100 ml) was stirred at 100° C. for 18 h. The reaction mixture was concentrated in vacuo. The residue was dissolved in ethyl acetate and washed with water and brine. The organic layer was separated, dried (MgSO4), filtered and concentrated in vacuo. The residue was chromatographed on silica gel in dichloromethane/methanol=98/2 (v/v) as eluent. Yield: 1.32 g. MS-ESI: [M+H]+=198.2 Run at temperature 100 celsius, time 18 hour. The reactants are ClC1=C(C#N)C=CC=N1 (2-chloro-nicotinonitrile), NS(=O)(=O)C (H2NSO2Me), C(=O)([O-])[O-].[K+].[K+] (K2CO3). Product: C(#N)C=1C(=NC=CC1)NS(=O)(=O)C (N-(3-Cyano-pyridin-2-yl)-methanesulfonamide). Solvent: CN(C)C=O (DMF). Reactants: C1CCOC1, CC(C)C[AlH]CC(C)C, N#CC=Cn1c(C(F)(F)F)nc(-c2ccc(F)cc2)c1-c1ccc(F)cc1. Yields the product O=CC=Cn1c(C(F)(F)F)nc(-c2ccc(F)cc2)c1-c1ccc(F)cc1. Reaction SMILES: [CH2:37]1[CH2:40][CH2:39][CH2:38][O:41]1.[CH3:28][CH:29]([CH2:30][AlH:31][CH2:32][CH:33]([CH3:34])[CH3:35])[CH3:36].[F:1][c:2]1[cH:3][cH:4][c:5](-[c:8]2[n:9][c:10]([C:24]([F:25])([F:26])[F:27])[n:11]([CH:20]=[CH:21][C:22]#[N:23])[c:12]2-[c:13]2[cH:14][cH:15][c:16]([F:19])[cH:17][cH:18]2)[cH:6][cH:7]1>>[F:1][c:2]1[cH:3][cH:4][c:5](-[c:8]2[n:9][c:10]([C:24]([F:25])([F:26])[F:27])[n:11]([CH:20]=[CH:21][CH:22]=[O:41])[c:12]2-[c:13]2[cH:14][cH:15][c:16]([F:19])[cH:17][cH:18]2)[cH:6][cH:7]1. The reactants are ClC1=C(C=CC=C1)NC(NCC(=O)N)=S (2-[3-(2-chlorophenyl)-thioureido]-acetamide), C(C)I (ethyl iodide). Solvent: C(C)O (ethanol). Yields the product hydrochloride salt, ClC1=C(C=CC=C1)N1C(=NCC1=O)SCC (3-(2-Chlorophenyl)-2-ethylsulfanyl-3,5-dihydro-imidazol-4-one). Yield: 65.9%. As a reaction SMILES: [Cl:1][C:2]1[CH:7]=[CH:6][CH:5]=[CH:4][C:3]=1[NH:8][C:9](=[S:15])[NH:10][CH2:11][C:12](N)=[O:13].[CH2:16](I)[CH3:17]>C(O)C>[Cl:1][C:2]1[CH:7]=[CH:6][CH:5]=[CH:4][C:3]=1[N:8]1[C:12](=[O:13])[CH2:11][N:10]=[C:9]1[S:15][CH2:16][CH3:17]. Procedure: A mixture of 2-[3-(2-chlorophenyl)-thioureido]-acetamide (12.2 g), ethyl iodide (15.6 g), and ethanol (200 mL) was heated at reflux for 5 hours. The solvent was evaporated. The residue was dissolved in ethyl acetate (400 mL) and water (300 mL). The organic phase was washed with water (2×300 mL). The organic phase was then extracted with 2N HCl (2×500 mL). The acid extract was neutralized with solid sodium bicarbonate and extracted with ethyl acetate. The organic phase was washed with water, drie... Starting materials: BrC=1C=CC(NC1)(C)Cl (5-bromo-2-chloro-2-picoline), C(C1=CC=CC=C1)O (benzyl alcohol), [OH-].[K+] (KOH). The reagents and catalysts are C1COCCOCCOCCOCCOCCO1 (18-crown-6 ether). Run in ice water, C1(=CC=CC=C1)C (toluene). Product: C(C1=CC=CC=C1)OC1=NC(=CC=C1Br)C (2-benzyloxy-3-bromo-6-methyl-pyridine). The yield is 76.6%. As a reaction SMILES: [Br:1][C:2]1[CH:3]=[CH:4][C:5](Cl)([CH3:8])[NH:6][CH:7]=1.[CH2:10]([OH:17])[C:11]1[CH:16]=[CH:15][CH:14]=[CH:13][CH:12]=1.[OH-].[K+]>C1(C)C=CC=CC=1.C1OCCOCCOCCOCCOCCOC1>[CH2:10]([O:17][C:7]1[C:2]([Br:1])=[CH:3][CH:4]=[C:5]([CH3:8])[N:6]=1)[C:11]1[CH:16]=[CH:15][CH:14]=[CH:13][CH:12]=1 |f:2.3|. Reported procedure: step 1—A mixture of 5-bromo-2-chloro-2-picoline (4.855 g, 23.51 mmol), benzyl alcohol (2.60 mL, 25.12 mmol), KOH (2.93 g, 52.32 mmol), and 18-crown-6 ether (0.34 g, 1.29 mmol) in toluene (30 mL) was refluxed overnight. The reaction was cooled to RT, diluted with ice water and extracted with EtOAc. The organic extract was washed with brine, dried (Na2SO4), filtered and concentrated. The crude residue was purified by SiO2 chromatography eluting with 2% EtOAc/hexanes to afford 5.006 g (78%) of 2-be... Reactants: COc1cccnc1, CN(C)C=O, Cc1nn(-c2cc(O)c(Cl)cc2F)c(=O)n1C(F)F, [H-], [Na+]. The product is COc1ccc(Oc2cc(-n3nc(C)n(C(F)F)c3=O)c(F)cc2Cl)nc1. Reaction SMILES: [CH3:22][O:23][c:24]1[cH:25][cH:26][cH:27][n:28][cH:29]1.[CH3:30][N:31]([CH3:32])[CH:33]=[O:34].[Cl:1][c:2]1[cH:3][c:4]([F:19])[c:5](-[n:9]2[n:10][c:11]([CH3:18])[n:12]([CH:15]([F:16])[F:17])[c:13]2=[O:14])[cH:6][c:7]1[OH:8].[H-:20].[Na+:21]>>[Cl:1][c:2]1[cH:3][c:4]([F:19])[c:5](-[n:9]2[n:10][c:11]([CH3:18])[n:12]([CH:15]([F:16])[F:17])[c:13]2=[O:14])[cH:6][c:7]1[O:8][c:27]1[cH:26][cH:25][c:24]([O:23][CH3:22])[cH:29][n:28]1.